describe an organic reaction: reactants, conditions, products, and yield From a dataset of the Open Reaction Database (ORD), a public repository of structured organic reaction records. The reactants are P(=O)(Cl)(Cl)Cl (phosphorous oxychloride), C(=O)([O-])[O-].[K+].[K+] (K2CO3), C(C)OC(=O)C1=CNC=C1C1=NC(=CC=C1NC(=O)OCC1=CC=CC=C1)OC (4-(benzyloxycarbonylamino-6-methoxy-pyridin-2-yl)-1H-pyrrole-3-carboxylic acid ethyl ester), C([O-])(O)=O.[Na+] (sodium bicarbonate). The solvent is CN(C)C=O (DMF), CN(C)C=O (DMF). Run at time 15 minute. Yields the product C(C)OC(=O)C1=CNC=2C=NC=3C=CC(=CC3C21)OC (8-methoxy-3H-pyrrolo [2,3-c]quinoline-1-carboxylic acid ethyl ester). Reaction SMILES: P(Cl)(Cl)(Cl)=O.[CH2:6]([O:8][C:9]([C:11]1[C:15]([C:16]2[C:21]([NH:22][C:23](OCC3C=CC=CC=3)=O)=[CH:20][CH:19]=[C:18]([O:33][CH3:34])N=2)=[CH:14][NH:13][CH:12]=1)=[O:10])[CH3:7].[C:35](=O)(O)[O-].[Na+].C([O-])([O-])=O.[K+].[K+]>CN(C=O)C>[CH2:6]([O:8][C:9]([C:11]1[C:15]2[C:16]3[CH:35]=[C:18]([O:33][CH3:34])[CH:19]=[CH:20][C:21]=3[N:22]=[CH:23][C:14]=2[NH:13][CH:12]=1)=[O:10])[CH3:7] |f:2.3,4.5.6|. Procedure: A 10 mL aliquot DMF is cooled to 5° C. To this is added 2.26 mL (0.024 mol) of phosphorous oxychloride. The mixture is warmed to room temperature, stirred for 15 minutes and cooked to 5° C. To this solution is added dropwise a solution 3.2 g (0.08 mol) of 4-(benzyloxycarbonylamino-6-methoxy-pyridin-2-yl)-1H-pyrrole-3-carboxylic acid ethyl ester dissolved in 15 mL of DMF. The reaction mixture is warmed to room temperature and stirred for 3 hours. The reaction mixture is carefully poured into 100 ... Reactants: CC(C)(C)c1ccc([I+]c2ccc(C(C)(C)C)cc2)cc1, COc1c2ccccc2c(OC)c2cc(S(=O)(=O)OC)ccc12, CC#N, [Cl-]. The product is CC(C)(C)c1ccc([I+]c2ccc(C(C)(C)C)cc2)cc1, COc1c2ccccc2c(OC)c2cc(S(=O)(=O)[O-])ccc12. As a reaction SMILES: [C:2]([CH3:3])([CH3:4])([CH3:5])[c:6]1[cH:7][cH:8][c:9]([I+:12][c:13]2[cH:14][cH:15][c:16]([C:19]([CH3:20])([CH3:21])[CH3:22])[cH:17][cH:18]2)[cH:10][cH:11]1.[CH3:23][O:24][c:25]1[c:26]2[cH:27][cH:28][cH:29][cH:30][c:31]2[c:32]([O:44][CH3:45])[c:33]2[cH:34][cH:35][c:36]([S:39](=[O:40])(=[O:41])[O:42][CH3:43])[cH:37][c:38]12.[CH3:46][C:47]#[N:48].[Cl-:1]>>[C:2]([CH3:3])([CH3:4])([CH3:5])[c:6]1[cH:7][cH:8][c:9]([I+:12][c:13]2[cH:14][cH:15][c:16]([C:19]([CH3:20])([CH3:21])[CH3:22])[cH:17][cH:18]2)[cH:10][cH:11]1.[CH3:23][O:24][c:25]1[c:26]2[cH:27][cH:28][cH:29][cH:30][c:31]2[c:32]([O:44][CH3:45])[c:33]2[cH:34][cH:35][c:36]([S:39](=[O:40])(=[O:41])[O-:42])[cH:37][c:38]12. The yield is 62.5%. Solvent: C(OC)COC (dimethoxyethane). Reaction SMILES: [CH3:1][O:2][CH:3]([O:9][CH3:10])[CH2:4][CH2:5][CH2:6][CH2:7]Br.C([O-])([O-])=O.[Na+].[Na+].[I-].[Na+].[C:19]([O:23][C:24]([N:26]1[CH2:31][CH2:30][NH:29][CH2:28][CH2:27]1)=[O:25])([CH3:22])([CH3:21])[CH3:20].[Al]>C(COC)OC>[CH3:1][O:2][CH:3]([O:9][CH3:10])[CH2:4][CH2:5][CH2:6][CH2:7][N:29]1[CH2:28][CH2:27][N:26]([C:24]([O:23][C:19]([CH3:22])([CH3:21])[CH3:20])=[O:25])[CH2:31][CH2:30]1 |f:1.2.3,4.5|. Starting materials: COC(CCCCBr)OC (5-bromovaleraldehyde dimethyl acetal), C(=O)([O-])[O-].[Na+].[Na+] (Na2CO3), [I-].[Na+] (sodium iodide), C(C)(C)(C)OC(=O)N1CCNCC1 (tert-butyl-1-piperazinecarboxylate), [Al] (Aluminium). Yields the product COC(CCCCN1CCN(CC1)C(=O)OC(C)(C)C)OC (5-[4-(tert-Butyloxycarbonyl)piperazin-1-yl]pentanal dimethyl acetal). Reported procedure: A mixture of 5-bromovaleraldehyde dimethyl acetal (27.5 g, 0.13 mol), Na2CO3 (20.7 g, 0.195 mol), sodium iodide (19.5 g, 0.13 mol) and tert-butyl-1-piperazinecarboxylate (25.5 g, 0.137 mol), in dimethoxyethane (250 ml), was heated at 100° C. for 3 h. Aluminium foil was wrapped around the vessel to exclude light. The mixture was cooled to room temperature and filtered. The filtrate was evaporated under reduced pressure and then EtOAc (50 ml) added and the mixture filtered again to remove inorgani...